From a dataset of the Open Reaction Database (ORD), a public repository of structured organic reaction records. describe an organic reaction: reactants, conditions, products, and yield Starting materials: C(Cl)Cl (CH2Cl2), C(C)(C)(C)OC(CC1C2=C(N(C(C3=C1C=CC=C3)=O)CCC(=O)OCC)C=CC=C2)=O (Ethyl 3-[11-(2-tert-butoxy-2-oxoethyl)-6-oxo-6,11-dihydro-5H-dibenzo[b,e]azepin-5-yl]propanoate), Cl (HCl), [Li+].[OH-] (LiOH). Solvent: O1CCOCC1.O (dioxane H2O). The product is C(C)(C)(C)OC(CC1C2=C(N(C(C3=C1C=CC=C3)=O)CCC(=O)O)C=CC=C2)=O (3-[11-(2-tert-Butoxy-2-oxoethyl)-6-oxo-6,11-dihydro-5H-dibenzo[b,e]azepin-5-yl]propanoic acid). As a reaction SMILES: [C:1]([O:5][C:6](=[O:31])[CH2:7][CH:8]1[C:14]2[CH:15]=[CH:16][CH:17]=[CH:18][C:13]=2[C:12](=[O:19])[N:11]([CH2:20][CH2:21][C:22]([O:24]CC)=[O:23])[C:10]2[CH:27]=[CH:28][CH:29]=[CH:30][C:9]1=2)([CH3:4])([CH3:3])[CH3:2].[Li+].[OH-].Cl.C(Cl)Cl>O1CCOCC1.O>[C:1]([O:5][C:6](=[O:31])[CH2:7][CH:8]1[C:14]2[CH:15]=[CH:16][CH:17]=[CH:18][C:13]=2[C:12](=[O:19])[N:11]([CH2:20][CH2:21][C:22]([OH:24])=[O:23])[C:10]2[CH:27]=[CH:28][CH:29]=[CH:30][C:9]1=2)([CH3:4])([CH3:2])[CH3:3] |f:1.2,5.6|. Procedure details: Ethyl 3-[11-(2-tert-butoxy-2-oxoethyl)-6-oxo-6,11-dihydro-5-H-dibenzo[b,e]azepin-5-yl]propanoate 5 (2.55 g, 6.02 mmol) was dissolved in 15 ml of 2:1 dioxane/H2O and, after addition of 0.17 g of LiOH, stirred at RT. After the reaction was complete, the mixture was acidified with 2N HCl and, after addition of CH2Cl2, washed with saturated NaCl solution, dried and concentrated. Starting materials: BrC=1C(=C(C=C(C1)C#N)NC(OC(C)(C)C)=O)Cl (Tert-butyl (3-bromo-2-chloro-5-cyanophenyl)carbamate), C1(CCCCC1)CNCC1CCCCC1 (N,N-dicyclohexylmethylamine), C(C=C)O (prop-2-en-1-ol). The reagents and catalysts are C=1C=CC(=CC1)/C=C/C(=O)/C=C/C2=CC=CC=C2.C=1C=CC(=CC1)/C=C/C(=O)/C=C/C2=CC=CC=C2.C=1C=CC(=CC1)/C=C/C(=O)/C=C/C2=CC=CC=C2.[Pd].[Pd] (Pd2(dba)3), C(C)(C)(C)P(C1=C(C=CC=C1)C1=C(C=CC=C1)C)C(C)(C)C (2-(di-t-butylphosphino)-2′-methylbiphenyl). Run in C(C)#N (acetonitrile). Conditions: temperature 90 celsius. Yields the product ClC1=C(C=C(C=C1CCC=O)C#N)NC(OC(C)(C)C)=O (Tert-butyl (2-chloro-5-cyano-3-(3-oxopropyl)phenyl)carbamate). The yield is 39.5%. Reaction SMILES: Br[C:2]1[C:3]([Cl:18])=[C:4]([NH:10][C:11](=[O:17])[O:12][C:13]([CH3:16])([CH3:15])[CH3:14])[CH:5]=[C:6]([C:8]#[N:9])[CH:7]=1.C1(CNCC2CCCCC2)CCCCC1.[CH2:34]([OH:37])[CH:35]=[CH2:36]>C1C=CC(/C=C/C(/C=C/C2C=CC=CC=2)=O)=CC=1.C1C=CC(/C=C/C(/C=C/C2C=CC=CC=2)=O)=CC=1.C1C=CC(/C=C/C(/C=C/C2C=CC=CC=2)=O)=CC=1.[Pd].[Pd].C(P(C(C)(C)C)C1C=CC=CC=1C1C=CC=CC=1C)(C)(C)C.C(#N)C>[Cl:18][C:3]1[C:2]([CH2:36][CH2:35][CH:34]=[O:37])=[CH:7][C:6]([C:8]#[N:9])=[CH:5][C:4]=1[NH:10][C:11](=[O:17])[O:12][C:13]([CH3:16])([CH3:15])[CH3:14] |f:3.4.5.6.7|. Procedure: Tert-butyl (3-bromo-2-chloro-5-cyanophenyl)carbamate (500 mg, 1.508 mmol), 2-(di-t-butylphosphino)-2′-methylbiphenyl (14.13 mg, 0.045 mmol), and Pd2(dba)3 (13.81 mg, 0.015 mmol) were combined in a 40 dram vial which was evacuated and backfilled 3× with N2. To this was added acetonitrile (3 mL), N,N-dicyclohexylmethylamine (0.388 mL, 1.809 mmol), and prop-2-en-1-ol (0.154 mL, 2.262 mmol). The vial was again evacuated and backfilled with N2 3×, and heated at 90° C. for 3 h. The reaction mixture wa... Reactants: C(CC)(=O)Cl (propionyl chloride), C(C1=CC=CC=C1)NC(=O)C1=C(N=C(S1)N)C (2-amino-4-methylthiazole-5-carboxylic acid benzylamide). Product: C(C1=CC=CC=C1)NC(=O)C1=C(N=C(S1)NC(CC)=O)C (4-Methyl-2-propionylaminothiazole-5-carboxylic Acid Benzylamide). The yield is 31.0%. RXN SMILES: [C:1](Cl)(=[O:4])[CH2:2][CH3:3].[CH2:6]([NH:13][C:14]([C:16]1[S:20][C:19]([NH2:21])=[N:18][C:17]=1[CH3:22])=[O:15])[C:7]1[CH:12]=[CH:11][CH:10]=[CH:9][CH:8]=1>>[CH2:6]([NH:13][C:14]([C:16]1[S:20][C:19]([NH:21][C:1](=[O:4])[CH2:2][CH3:3])=[N:18][C:17]=1[CH3:22])=[O:15])[C:7]1[CH:12]=[CH:11][CH:10]=[CH:9][CH:8]=1. Reported procedure: Following the procedure as described in Example 2, making variations only as required to use propionyl chloride in place of benzoyl chloride to react with 2-amino-4-methylthiazole-5-carboxylic acid benzylamide, the title compound was obtained as a white solid in 31% yield; m. p. 175-176° C.; 1H NMR (DMSO-d6, 300 MHz) δ 12.15, (s, 1H), 8.51 (t, J=6.0 Hz, 1H), 7.32-7.16 (m, 5H), 4.34 (d, J=6.0 Hz, 2H), 2.65-2.22 (m, 5H), 1.07 (t, J=7.5 Hz, 3H); MS (ES+) m/z 304.3 (M+1). Reactants: BrCC(=O)C1=CC=C(C=C1)O (2-Bromo-1-(4-hydroxyphenyl)ethanone), S1C2=C(C(=C1)C(C(=O)O[C@H]1CN3CCC1CC3)NC3=CC=CC=C3)C=CC=C2 ((R)-quinuclidin-3-yl 2-(benzo[b]thiophen-3-yl)-2-(phenylamino)acetate). Solvent: CCOC(=O)C (EtOAc). Conditions: time 8 hour. The product is [Br-].S1C2=C(C(=C1)C(C(=O)O[C@H]1C[N+]3(CCC1CC3)CC(=O)C3=CC=C(C=C3)O)NC3=CC=CC=C3)C=CC=C2 ((R)-3-(2-(benzo[b]thiophen-3-yl)-2-(phenylamino)acetoxy)-1-(2-(4-hydroxyphenyl)-2-oxoethyl)-1-azoniabicyclo[2.2.2]octane bromide). Isolated yield 66.5%. RXN SMILES: [Br:1][CH2:2][C:3]([C:5]1[CH:10]=[CH:9][C:8]([OH:11])=[CH:7][CH:6]=1)=[O:4].[S:12]1[CH:16]=[C:15]([CH:17]([NH:29][C:30]2[CH:35]=[CH:34][CH:33]=[CH:32][CH:31]=2)[C:18]([O:20][C@@H:21]2[CH:26]3[CH2:27][CH2:28][N:23]([CH2:24][CH2:25]3)[CH2:22]2)=[O:19])[C:14]2[CH:36]=[CH:37][CH:38]=[CH:39][C:13]1=2>CCOC(C)=O>[Br-:1].[S:12]1[CH:16]=[C:15]([CH:17]([NH:29][C:30]2[CH:35]=[CH:34][CH:33]=[CH:32][CH:31]=2)[C:18]([O:20][C@@H:21]2[CH:26]3[CH2:27][CH2:28][N+:23]([CH2:2][C:3]([C:5]4[CH:10]=[CH:9][C:8]([OH:11])=[CH:7][CH:6]=4)=[O:4])([CH2:24][CH2:25]3)[CH2:22]2)=[O:19])[C:14]2[CH:36]=[CH:37][CH:38]=[CH:39][C:13]1=2 |f:3.4|. Reported procedure: 2-Bromo-1-(4-hydroxyphenyl)ethanone (54.8 mg, 0.25 mmol) was added portionwise to a solution of (R)-quinuclidin-3-yl 2-(benzo[b]thiophen-3-yl)-2-(phenylamino)acetate (C19) (100 mg, 0.25 mmol) in EtOAc (2 ml). The reaction mixture was stirred at room temperature overnight. The precipitate was filtered and washed with ethylacetate and then it was triturated with CH3CN to obtain (R)-3-(2-(benzo[b]thiophen-3-yl)-2-(phenylamino)acetoxy)-1-(2-(4-hydroxyphenyl)-2-oxoethyl)-1-azoniabicyclo[2.2.2]octane ... The reactants are CCOc1ccc(C(=O)O)c(F)c1C#N, O=C([O-])C(O)C(O)C(=O)[O-], CC(C)C[Al+]CC(C)C, C1CCOC1, [H-], [K+], [Na+]. The product is CCOc1ccc(CO)c(F)c1C#N. Reaction SMILES: [C:1](#[N:2])[c:3]1[c:4]([F:15])[c:5]([C:6](=[O:7])[OH:8])[cH:9][cH:10][c:11]1[O:12][CH2:13][CH3:14].[C:26]([CH:27]([CH:28]([C:29]([O-:30])=[O:31])[OH:32])[OH:33])([O-:34])=[O:35].[CH2:17]([Al+:18][CH2:19][CH:20]([CH3:21])[CH3:22])[CH:23]([CH3:24])[CH3:25].[CH2:38]1[O:39][CH2:40][CH2:41][CH2:42]1.[H-:16].[K+:36].[Na+:37]>>[C:1](#[N:2])[c:3]1[c:4]([F:15])[c:5]([CH2:6][OH:7])[cH:9][cH:10][c:11]1[O:12][CH2:13][CH3:14]. Reactants: FC(C=1C=C(CNC(=O)C=2C3=C(C=NC2)N(N=C3)C3=CC=C(C=C3)F)C=CC1)(F)F (1-(4-fluorophenyl)-1H-pyrazolo[3,4-c]pyridine-4-carboxylic acid 3-trifluoromethyl-benzylamide), IC (iodomethane), EtOAc-hexanes. The solvent is C1CCOC1 (THF). Reaction conditions: time 11 day. Yields the product [I-].FC1=CC=C(C=C1)N1N=CC=2C1=C[N+](=CC2C(NCC2=CC(=CC=C2)C(F)(F)F)=O)C (1-(4-Fluorophenyl)-6-methyl-4-(3-trifluoromethyl-benzylcarbamoyl)-1H-pyrazolo[3,4-c]pyridin-6-ium iodide). RXN SMILES: [F:1][C:2]([F:30])([F:29])[C:3]1[CH:4]=[C:5]([CH:26]=[CH:27][CH:28]=1)[CH2:6][NH:7][C:8]([C:10]1[C:11]2[CH:18]=[N:17][N:16]([C:19]3[CH:24]=[CH:23][C:22]([F:25])=[CH:21][CH:20]=3)[C:12]=2[CH:13]=[N:14][CH:15]=1)=[O:9].[I:31][CH3:32]>C1COCC1>[I-:31].[F:25][C:22]1[CH:23]=[CH:24][C:19]([N:16]2[C:12]3=[CH:13][N+:14]([CH3:32])=[CH:15][C:10]([C:8](=[O:9])[NH:7][CH2:6][C:5]4[CH:26]=[CH:27][CH:28]=[C:3]([C:2]([F:1])([F:29])[F:30])[CH:4]=4)=[C:11]3[CH:18]=[N:17]2)=[CH:20][CH:21]=1 |f:3.4|. Reported procedure: To a solution of 1-(4-fluorophenyl)-1H-pyrazolo[3,4-c]pyridine-4-carboxylic acid 3-trifluoromethyl-benzylamide (0.060 g, 0.14 mmol) in THF (2 mL) was added iodomethane (0.50 mL, 4.0 mmol). The reaction was monitored by TLC (EtOAc-hexanes 4:6). After 11 days, the reaction afforded a white precipitate. The mixture was concentrated under a stream of nitrogen and the residue triturated with ether with a few drops of methanol and then hexanes was added. The solid was collected by filtration to afford... Starting materials: O=C1C=CC(Br)C1, CN(C)C=O, CCOC(C)=O, [N-]=[N+]=[N-], [Na+]. Yields the product [N-]=[N+]=NC1C=CC(=O)C1. Reaction SMILES: [Br:5][CH:6]1[CH:7]=[CH:8][C:9](=[O:11])[CH2:10]1.[CH3:12][N:13]([CH3:14])[CH:15]=[O:16].[CH3:17][CH2:18][O:19][C:20](=[O:21])[CH3:22].[N-:2]=[N+:3]=[N-:4].[Na+:1]>>[N:2](=[N+:3]=[N-:4])[CH:6]1[CH:7]=[CH:8][C:9](=[O:11])[CH2:10]1. Starting materials: C12C3CC(C2CCC1)C(=O)OC3=O (bicyclo[3.3.0]-octane-2,4-dicarboxylic anhydride), NCCCCN1CCN(CC1)C1=NC(=CN=C1)Cl (1-(4-aminobutyl)-4-(6-chloro-2-pyrazinyl)-piperazine), hydrate. Yields the product ClC1=CN=CC(=N1)N1CCN(CC1)CCCCN1C(C2C3C(C(C1=O)C2)CCC3)=O (Hexahydro-3-[4-[4-(6-chloro-2-pyrazinyl)-1-piperazinyl]butyl]-1,5-methanocyclopent[d]azepine-2,4(1H,3H)-dione), hydrochloride salt. RXN SMILES: [CH:1]12[CH2:8][CH2:7][CH2:6][CH:5]1[CH:4]1[C:9]([O:11][C:12](=[O:13])[CH:2]2[CH2:3]1)=O.[NH2:14][CH2:15][CH2:16][CH2:17][CH2:18][N:19]1[CH2:24][CH2:23][N:22]([C:25]2[CH:30]=[N:29][CH:28]=[C:27]([Cl:31])[N:26]=2)[CH2:21][CH2:20]1>>[Cl:31][C:27]1[N:26]=[C:25]([N:22]2[CH2:21][CH2:20][N:19]([CH2:18][CH2:17][CH2:16][CH2:15][N:14]3[C:12](=[O:13])[CH:2]4[CH2:3][CH:4]([CH:5]5[CH2:6][CH2:7][CH2:8][CH:1]54)[C:9]3=[O:11])[CH2:24][CH2:23]2)[CH:30]=[N:29][CH:28]=1. Procedure: The title compound was prepared from 4.58 g (25.4 mmoles) of bicyclo[3.3.0]-octane-2,4-dicarboxylic anhydride and 7.10 g (26 mmoles) of 1-(4-aminobutyl)-4-(6-chloro-2-pyrazinyl)-piperazine following the procedure in Example 1. 7.24 g of the hydrochloride salt was isolated as the one-quarter hydrate, m.p. 223°-225° C. The reactants are solution, COC(C(C)O)OC (1,1-dimethoxy-2-propanol), ClC1=NC=NC(=C1)Cl (4,6-dichloropyrimidine), [H-].[Na+] (sodium hydride), [Cl-].[NH4+] (ammonium chloride). Solvent: O1CCCC1 (tetrahydrofuran), O1CCCC1 (tetrahydrofuran), O1CCCC1 (tetrahydrofuran). Conditions: time 10 minute. Yields the product ClC1=NC=NC(=C1)OC(C(OC)OC)C (4-chloro-6-(2,2-dimethoxy-1-methylethoxy)pyrimidine). RXN SMILES: [H-].[Na+].[CH3:3][O:4][CH:5]([O:9][CH3:10])[CH:6]([OH:8])[CH3:7].[Cl:11][C:12]1[CH:17]=[C:16](Cl)[N:15]=[CH:14][N:13]=1.[Cl-].[NH4+]>O1CCCC1>[Cl:11][C:12]1[CH:17]=[C:16]([O:8][CH:6]([CH3:7])[CH:5]([O:9][CH3:10])[O:4][CH3:3])[N:15]=[CH:14][N:13]=1 |f:0.1,4.5|. Procedure: In 5 ml of tetrahydrofuran was suspended 0.13 g of sodium hydride (60% in oil), to which 5.4 ml of a 0.5 mol/l solution containing 1,1-dimethoxy-2-propanol in tetrahydrofuran was added dropwise at 0° C., followed by stirring for 10 minutes. To this was added dropwise 0.5 ml of tetrahydrofuran containing 0.4 g of 4,6-dichloropyrimidine dissolved therein, followed by stirring at 0° C. for 4 hours. The reaction mixture was then poured into a saturated aqueous ammonium chloride solution, which was e...